This data is from the Open Reaction Database (ORD), a public repository of structured organic reaction records. The task is: describe an organic reaction: reactants, conditions, products, and yield Reactants: CCCCCCCCCCCC(=O)NC(CCC(N)=O)C(=O)O, CN(C)C=O, CC(C)N=C=NC(C)C, On1nnc2ccccc21. Product: CCCCCCCCCCCC(=O)NC1CCC(=O)NC1=O. RXN SMILES: [C:1]([CH2:2][CH2:3][CH2:4][CH2:5][CH2:6][CH2:7][CH2:8][CH2:9][CH2:10][CH2:11][CH3:12])(=[O:13])[NH:14][CH:15]([CH2:16][CH2:17][C:18]([NH2:19])=[O:20])[C:21](=[O:22])[OH:23].[CH3:43][N:44]([CH3:45])[CH:46]=[O:47].[CH:34]([N:35]=[C:36]=[N:37][CH:38]([CH3:39])[CH3:40])([CH3:41])[CH3:42].[OH:24][n:25]1[c:26]2[cH:27][cH:28][cH:29][cH:30][c:31]2[n:32][n:33]1>>[C:1]([CH2:2][CH2:3][CH2:4][CH2:5][CH2:6][CH2:7][CH2:8][CH2:9][CH2:10][CH2:11][CH3:12])(=[O:13])[NH:14][CH:15]1[CH2:16][CH2:17][C:18](=[O:20])[NH:19][C:21]1=[O:23]. Starting materials: O=C([O-])[O-], CCOCC, CN(C)C=O, Clc1cn[nH]c1, [K+], [K+], OC1(c2ccccc2)CC[N+]2(CCCC2)CC1. Yields the product OC1(c2ccccc2)CCN(CCCCn2cc(Cl)cn2)CC1. Reaction SMILES: [C:24](=[O:25])([O-:26])[O-:27].[CH2:35]([O:36][CH2:37][CH3:38])[CH3:39].[CH3:30][N:31]([CH3:32])[CH:33]=[O:34].[Cl:18][c:19]1[cH:20][n:21][nH:22][cH:23]1.[K+:28].[K+:29].[OH:1][C:2]1([c:12]2[cH:13][cH:14][cH:15][cH:16][cH:17]2)[CH2:3][CH2:4][N+:5]2([CH2:6][CH2:7][CH2:8][CH2:9]2)[CH2:10][CH2:11]1>>[OH:1][C:2]1([c:12]2[cH:13][cH:14][cH:15][cH:16][cH:17]2)[CH2:3][CH2:4][N:5]([CH2:9][CH2:8][CH2:7][CH2:6][n:22]2[n:21][cH:20][c:19]([Cl:18])[cH:23]2)[CH2:10][CH2:11]1. Starting materials: BrC1=C(C=C(C(=O)O)C=C1)F (4-Bromo-3-fluorobenzoic acid), CO (methanol), O (water). The reagents and catalysts are S(O)(O)(=O)=O (sulfuric acid). Product: CC1=C(C(=O)O)C=CC(=C1F)Br (methyl 4-bromo-3-fluorobenzoic acid). RXN SMILES: [Br:1][C:2]1[CH:10]=[CH:9][C:5]([C:6]([OH:8])=[O:7])=[CH:4][C:3]=1[F:11].O.[CH3:13]O>S(=O)(=O)(O)O>[CH3:13][C:4]1[C:3]([F:11])=[C:2]([Br:1])[CH:10]=[CH:9][C:5]=1[C:6]([OH:8])=[O:7]. Reported procedure: 4-Bromo-3-fluorobenzoic acid (WAKO, 1.0 g) was dissolved in methanol (10 mL), followed by addition of concentrated sulfuric acid (10 drops). The mixture was refluxed for three hours. After cooling to room temperature, water was added and the extraction was carried out with ethyl acetate. The organic layer was washed with brine, dried over anhydrous sodium sulfate, and the solvent was distilled off under reduced pressure to obtain the target compound (618 mg). Reactants: C(OC)(OC)OC (trimethyl ortho formate), C(=C)CC(=O)[O-] (vinylacetate), PdCl2(ACN)2, C1(C=CC(C=C1)=O)=O (1,4-benzoquinone), B(F)(F)F (BF3), O(CC)CC (OEt2), C(=C)CC(=O)[O-] (vinylacetate). The product is COC(CC(OC(C)=O)OC)OC (1,1,3-Trimethoxy-3-acetoxypropane). RXN SMILES: [CH:1]([O:6][CH3:7])([O:4][CH3:5])OC.C([CH2:10][C:11]([O-:13])=[O:12])=C.C1(=O)C=CC(=O)C=C1.B(F)(F)F.[O:26]([CH2:29]C)[CH2:27][CH3:28]>>[CH3:7][O:6][CH:1]([O:4][CH3:5])[CH2:28][CH:27]([O:26][CH3:29])[O:13][C:11](=[O:12])[CH3:10]. Procedure: A mixture of 56.00 g trimethyl ortho formate, 60.00 g vinylacetate, 0.75 g PdCl2(ACN)2, 0.60 g 1,4-benzoquinone, and 1.00 ml BF3*OEt2 was stirred at 30° C., and low boiling impurities were removed from the reaction mixture through the application of a slight vacuum. A fractionation column was installed to prevent losses of starting materials and/or products. After 2.3 hours, the ratio of 1,1,3,3-tetramethoxypropane to 1-acetoxy-1,3,3-trimethoxypropane, and the isomeric 1,3-diacetoxy-1,3-dimethox... Conditions: temperature 30 celsius, time 2.3 hour. Reaction SMILES: [CH2:1]([N:8]1[CH2:12][CH:11]([N:13](C(OC(C)(C)C)=O)[CH2:14][C:15]2[CH:20]=[CH:19][C:18]([F:21])=[CH:17][C:16]=2[F:22])[CH2:10][CH:9]1[C:30](O)=[O:31])[C:2]1[CH:7]=[CH:6][CH:5]=[CH:4][CH:3]=1.[CH2:33]([O:35][C:36]([CH:38]1[CH2:43][CH2:42][CH2:41][NH:40][CH2:39]1)=[O:37])[CH3:34]>>[CH2:33]([O:35][C:36]([CH:38]1[CH2:43][CH2:42][CH2:41][N:40]([C:30]([C@@H:9]2[CH2:10][C@H:11]([NH:13][CH2:14][C:15]3[CH:20]=[CH:19][C:18]([F:21])=[CH:17][C:16]=3[F:22])[CH2:12][N:8]2[CH2:1][C:2]2[CH:7]=[CH:6][CH:5]=[CH:4][CH:3]=2)=[O:31])[CH2:39]1)=[O:37])[CH3:34]. The reactants are C(C1=CC=CC=C1)N1C(CC(C1)N(CC1=C(C=C(C=C1)F)F)C(=O)OC(C)(C)C)C(=O)O (1-benzyl-4-[tert-butoxycarbonyl-(2,4-difluoro-benzyl)-amino]-pyrrolidine-2-carboxylic acid), C(C)OC(=O)C1CNCCC1 (piperidine-3-carboxylic acid ethyl ester). The yield is 16.0%. Yields the product C(C)OC(=O)C1CN(CCC1)C(=O)[C@H]1N(C[C@H](C1)NCC1=C(C=C(C=C1)F)F)CC1=CC=CC=C1 ([(2S,4S)-1-benzyl-4-(2,4-difluoro-benzylamino)-pyrrolidine-2-carbonyl]-piperidine-3-carboxylic acid ethyl ester). Procedure: As described for Example 1f, 1-benzyl-4-[tert-butoxycarbonyl-(2,4-difluoro-benzyl)-amino]-pyrrolidine-2-carboxylic acid (60.0 mg, 0.134 mmol) was converted, using piperidine-3-carboxylic acid ethyl ester instead of 2-piperazin-1-yl-benzonitrile, to the title product [(2S,4S)-1-benzyl-4-(2,4-difluoro-benzylamino)-pyrrolidine-2-carbonyl]-piperidine-3-carboxylic acid ethyl ester (9.7 mg, 16% yield) as colorless oil. MS m/e=486.6 [M+H]+. Starting materials: Fc1cc(NCCc2c(Cl)ncnc2Cl)c(F)cc1Br, ClCCl, O=C(O)C(F)(F)F, [Na+], O=C([O-])O. The product is Fc1cc(N2CCc3c(Cl)ncnc32)c(F)cc1Br. As a reaction SMILES: [Br:1][c:2]1[cH:3][c:4]([F:20])[c:5]([NH:6][CH2:7][CH2:8][c:9]2[c:10]([Cl:16])[n:11][cH:12][n:13][c:14]2[Cl:15])[cH:17][c:18]1[F:19].[CH2:28]([Cl:29])[Cl:30].[F:21][C:22]([F:23])([F:24])[C:25]([OH:26])=[O:27].[Na+:35].[O-:31][C:32]([OH:33])=[O:34]>>[Br:1][c:2]1[cH:3][c:4]([F:20])[c:5]([N:6]2[CH2:7][CH2:8][c:9]3[c:10]([Cl:16])[n:11][cH:12][n:13][c:14]32)[cH:17][c:18]1[F:19]. The reactants are OC1=CC=C(C=O)C=C1 (4-hydroxybenzaldehyde), C(CC)(=O)[O-].[Na+] (sodium propionate), C(CC)(=O)OC(CC)=O (propionic anhydride). Solvent: O (water). Run at time 40 hour. The product is OC1=CC=C(C=C(C(=O)O)C)C=C1 (4-hydroxy-α-methylcinnamic acid). Isolated yield 75.4%. RXN SMILES: [OH:1][C:2]1[CH:9]=[CH:8][C:5]([CH:6]=O)=[CH:4][CH:3]=1.[C:10]([O-:14])(=[O:13])[CH2:11][CH3:12].[Na+].C(OC(=O)CC)(=O)CC>O>[OH:1][C:2]1[CH:9]=[CH:8][C:5]([CH:6]=[C:11]([CH3:12])[C:10]([OH:14])=[O:13])=[CH:4][CH:3]=1 |f:1.2|. Procedure: A mixture of 4-hydroxybenzaldehyde (60 g), sodium propionate (104 g) and propionic anhydride (190 ml) was stirred at 135°-140° C. for 40 hours. After the mixture was allowed to cool, water (600 ml) was added thereto, and stirred under ice cooling for 2-3 hours. The precipitate was collected by filtration, and washed well with water. Sodium hydroxide (60 g) was completely dissolved in water (800 ml) with stirring under ice cooling, and thereto was added the above-mentioned precipitate, and the mi... The reactants are CC(=O)OC(C)=O, CC(=O)O, Nc1ccc(Oc2ncc(Cl)cn2)cc1, O. The product is CC(=O)Nc1ccc(Oc2ncc(Cl)cn2)cc1. As a reaction SMILES: [CH3:16][C:17](=[O:18])[O:19][C:20](=[O:21])[CH3:22].[CH3:24][C:25](=[O:26])[OH:27].[NH2:1][c:2]1[cH:3][cH:4][c:5]([O:6][c:7]2[n:8][cH:9][c:10]([Cl:13])[cH:11][n:12]2)[cH:14][cH:15]1.[OH2:23]>>[NH:1]([c:2]1[cH:3][cH:4][c:5]([O:6][c:7]2[n:8][cH:9][c:10]([Cl:13])[cH:11][n:12]2)[cH:14][cH:15]1)[C:17]([CH3:16])=[O:18]. Reactants: CS(=O)(=O)O, CO, CN1CCN(c2ccc(-c3nc4c(c(C5CCCCC5)nn4C)c(=O)[nH]3)c(OC(F)F)c2)CC1. Yields the product CS(=O)(=O)O, CN1CCN(c2ccc(-c3nc4c(c(C5CCCCC5)nn4C)c(=O)[nH]3)c(OC(F)F)c2)CC1. RXN SMILES: [CH3:35][S:36]([OH:37])(=[O:38])=[O:39].[CH3:40][OH:41].[CH:1]1([c:7]2[n:8][n:9]([CH3:34])[c:10]3[n:11][c:12](-[c:17]4[c:18]([O:30][CH:31]([F:32])[F:33])[cH:19][c:20]([N:23]5[CH2:24][CH2:25][N:26]([CH3:29])[CH2:27][CH2:28]5)[cH:21][cH:22]4)[nH:13][c:14](=[O:16])[c:15]23)[CH2:2][CH2:3][CH2:4][CH2:5][CH2:6]1>>[CH3:35][S:36](=[O:37])(=[O:38])[OH:39].[CH:1]1([c:7]2[n:8][n:9]([CH3:34])[c:10]3[n:11][c:12](-[c:17]4[c:18]([O:30][CH:31]([F:32])[F:33])[cH:19][c:20]([N:23]5[CH2:24][CH2:25][N:26]([CH3:29])[CH2:27][CH2:28]5)[cH:21][cH:22]4)[nH:13][c:14](=[O:16])[c:15]23)[CH2:2][CH2:3][CH2:4][CH2:5][CH2:6]1. Starting materials: ClC=1N=C(C2=C(N1)C=CS2)Cl (2,4-dichlorothieno[3,2-d]pyrimidine), C(CCN)N (propane-1,3-diamine), S1(CCNCC2=C1C=CC=C2)=O (2,3,4,5-tetrahydro-1,4-benzothiazepine-1-oxide). Yields the product O=S1CCN(CC2=C1C=CC=C2)C=2N=C(C1=C(N2)C=CS1)NCCCN (N-[2-(1-Oxido-2,3-dihydro-1,4-benzothiazepin-4(5H)-yl)thieno[3,2-d]pyrimidin-4-yl]propane-1,3-diamine). Reaction SMILES: Cl[C:2]1[N:3]=[C:4](Cl)[C:5]2[S:10][CH:9]=[CH:8][C:6]=2[N:7]=1.[CH2:12]([NH2:16])[CH2:13][CH2:14][NH2:15].[S:17]1(=[O:28])[C:23]2[CH:24]=[CH:25][CH:26]=[CH:27][C:22]=2[CH2:21][NH:20][CH2:19][CH2:18]1>>[O:28]=[S:17]1[C:23]2[CH:24]=[CH:25][CH:26]=[CH:27][C:22]=2[CH2:21][N:20]([C:2]2[N:3]=[C:4]([NH:15][CH2:14][CH2:13][CH2:12][NH2:16])[C:5]3[S:10][CH:9]=[CH:8][C:6]=3[N:7]=2)[CH2:19][CH2:18]1. Procedure: The title compound was prepared in analogy to Example 1-1 in Scheme 1 by using 2,4-dichlorothieno[3,2-d]pyrimidine and propane-1,3-diamine, followed by reaction with 2,3,4,5-tetrahydro-1,4-benzothiazepine-1-oxide. MS obsd. (ESI+) [(M+H)+] 388, 1H NMR (400 MHz, METHANOL-d4) δ ppm 7.73-7.78 (m, 2H), 7.71 (d, J=8.3 Hz, 1H), 7.43-7.52 (m, 2H), 7.11 (d, J=5.3 Hz, 1H), 5.24 (d, J=15.2 Hz, 2H), 3.68-3.74 (m, 2H), 3.50 (br. s., 2H), 3.46 (br. s., 2H), 2.93 (t, J=7.6 Hz, 2H), 1.93-2.03 (m, 2H)